From a dataset of the Open Reaction Database (ORD), a public repository of structured organic reaction records. describe an organic reaction: reactants, conditions, products, and yield Reactants: CN1CCNCC1 (N-methylpiperazine), BrC1=C(C2=C(C(C=C(O2)C2=CC(=C(C=C2)NC(C(C)(C)C)=O)F)=O)C(=C1F)NC(C(C)(C)C)=O)F (7-bromo-6,8-difluoro-2-(3-fluoro-4-pivaloylaminophenyl)-5-pivaloylamino-4H-1-benzopyran-4-one), O (Water). Solvent: CS(=O)C (dimethyl sulfoxide). Run at temperature 100 celsius, time 7 hour. Yields the product FC=1C(=C(C2=C(C(C=C(O2)C2=CC(=C(C=C2)NC(C(C)(C)C)=O)F)=O)C1NC(C(C)(C)C)=O)F)N1CCN(CC1)C (6,8-difluoro-2-(3-fluoro-4-pivaloylaminophenyl)-7-(4-methylpiperazin-1-yl)-5-pivaloylamino-4H-1-benzopyran-4-one). Isolated yield 58.2%. As a reaction SMILES: Br[C:2]1[C:26]([F:27])=[C:25]([NH:28][C:29](=[O:34])[C:30]([CH3:33])([CH3:32])[CH3:31])[C:5]2[C:6](=[O:24])[CH:7]=[C:8]([C:10]3[CH:15]=[CH:14][C:13]([NH:16][C:17](=[O:22])[C:18]([CH3:21])([CH3:20])[CH3:19])=[C:12]([F:23])[CH:11]=3)[O:9][C:4]=2[C:3]=1[F:35].[CH3:36][N:37]1[CH2:42][CH2:41][NH:40][CH2:39][CH2:38]1.O>CS(C)=O>[F:27][C:26]1[C:2]([N:40]2[CH2:41][CH2:42][N:37]([CH3:36])[CH2:38][CH2:39]2)=[C:3]([F:35])[C:4]2[O:9][C:8]([C:10]3[CH:15]=[CH:14][C:13]([NH:16][C:17](=[O:22])[C:18]([CH3:20])([CH3:21])[CH3:19])=[C:12]([F:23])[CH:11]=3)=[CH:7][C:6](=[O:24])[C:5]=2[C:25]=1[NH:28][C:29](=[O:34])[C:30]([CH3:33])([CH3:32])[CH3:31]. Reported procedure: 580 mg (1.05 mmol) of 7-bromo-6,8-difluoro-2-(3-fluoro-4-pivaloylaminophenyl)-5-pivaloylamino-4H-1-benzopyran-4-one obtained in Example 84 (2) was dissolved in 6 mL of dimethyl sulfoxide, 1.2 mL (10.5 mmol) of N-methylpiperazine was added and the mixture was stirred at 100° C. for 7 hours. Water was added to the reaction solution and the mixture was extracted twice with ethyl acetate. The organic layer was washed once with water and once with an aqueous saturated solution of sodium chloride and ... Starting materials: FC1=C(C=C(C=C1)C1=NC=CC=C1C=1C=CC(=C(C1)NCCN1CCOCC1)[N+](=O)[O-])C (5-(2-(4-fluoro-3-methylphenyl)pyridin-3-yl)-N-(2-morpholinoethyl)-2-nitrobenzenamine), C(OCC)(OCC)OCC (triethyl orthoformate). Reagents/catalysts: Cl (HCl). Run in CC(=O)N(C)C (DMA). Reaction conditions: temperature 65 celsius. Yields the product FC1=C(C=C(C=C1)C1=NC=CC=C1C=1C=CC2=C(N(C=N2)CCN2CCOCC2)C1)C (6-(2-(4-Fluoro-3-methylphenyl)pyridin-3-yl)-1-(2-morpholino ethyl)-1H-benzo[d]imidazole). Reaction SMILES: [F:1][C:2]1[CH:7]=[CH:6][C:5]([C:8]2[C:13]([C:14]3[CH:15]=[CH:16][C:17]([N+:29]([O-])=O)=[C:18]([NH:20][CH2:21][CH2:22][N:23]4[CH2:28][CH2:27][O:26][CH2:25][CH2:24]4)[CH:19]=3)=[CH:12][CH:11]=[CH:10][N:9]=2)=[CH:4][C:3]=1[CH3:32].[CH:33](OCC)(OCC)OCC>Cl.CC(N(C)C)=O>[F:1][C:2]1[CH:7]=[CH:6][C:5]([C:8]2[C:13]([C:14]3[CH:15]=[CH:16][C:17]4[N:29]=[CH:33][N:20]([CH2:21][CH2:22][N:23]5[CH2:28][CH2:27][O:26][CH2:25][CH2:24]5)[C:18]=4[CH:19]=3)=[CH:12][CH:11]=[CH:10][N:9]=2)=[CH:4][C:3]=1[CH3:32]. Reported procedure: The above residue containing 5-(2-(4-fluoro-3-methylphenyl)pyridin-3-yl)-N-(2-morpholinoethyl)-2-nitrobenzenamine was added DMA (1 mL), triethyl orthoformate (250 uL) and treated with one drop of concentrated HCl. The homogeneous solution was heated at 65° C. for 15 hours in a sealed vial. The reaction was cooled and the volatiles were removed with a stream of nitrogen gas. The residue was triturated with aq. NaHCO3, resulting solid collected by filtration and purified by HPLC to yield 25 mg of ...